From a dataset of the Open Reaction Database (ORD), a public repository of structured organic reaction records. describe an organic reaction: reactants, conditions, products, and yield As a reaction SMILES: [Br:1][c:2]1[cH:3][c:4]([C:5](=[O:6])[OH:7])[cH:8][c:9]([I:11])[cH:10]1.[CH3:13][N:14]([CH3:15])[CH2:16][CH2:17][CH2:18][N:19]=[C:20]=[N:21][CH2:22][CH3:23].[CH3:24][C:25]([CH3:26])([CH3:27])[OH:28].[CH3:32][N:33]([c:34]1[cH:35][cH:36][n:37][cH:38][cH:39]1)[CH3:40].[Cl:29][CH2:30][Cl:31].[ClH:12]>>[Br:1][c:2]1[cH:3][c:4]([C:5]([O:6][C:25]([CH3:24])([CH3:26])[CH3:27])=[O:7])[cH:8][c:9]([I:11])[cH:10]1. Reactants: O=C(O)c1cc(Br)cc(I)c1, CCN=C=NCCCN(C)C, CC(C)(C)O, CN(C)c1ccncc1, ClCCl, Cl. Product: CC(C)(C)OC(=O)c1cc(Br)cc(I)c1. Reactants: C(C)(C)(C)C1=CN=C(O1)NC=1C=CC=C2CCC(CC12)=O (8-[(5-tert-butyl-1,3-oxazol-2-yl)amino]-3,4-dihydronaphthalen-2(1H)-one), FC(C1=CC=C(C=C1)C1=CN=C(O1)NC=1C=CC=C2CCC(CC12)=O)(F)F (8-({5-[4-(trifluoromethyl)phenyl]-1,3-oxazol-2-yl}amino)-3,4-dihydronaphthalen-2(1H)-one). Yields the product C(C)(C)(C)C1=CN=C(O1)NC=1C=CC=C2CCC(CC12)O (8-[(5-tert-butyl-1,3-oxazol-2-yl)amino]-1,2,3,4-tetrahydronaphthalen-2-ol). As a reaction SMILES: [C:1]([C:5]1[O:9][C:8]([NH:10][C:11]2[CH:12]=[CH:13][CH:14]=[C:15]3[C:20]=2[CH2:19][C:18](=[O:21])[CH2:17][CH2:16]3)=[N:7][CH:6]=1)([CH3:4])([CH3:3])[CH3:2].FC(F)(F)C1C=CC(C2OC(NC3C=CC=C4C=3CC(=O)CC4)=NC=2)=CC=1>>[C:1]([C:5]1[O:9][C:8]([NH:10][C:11]2[CH:12]=[CH:13][CH:14]=[C:15]3[C:20]=2[CH2:19][CH:18]([OH:21])[CH2:17][CH2:16]3)=[N:7][CH:6]=1)([CH3:4])([CH3:2])[CH3:3]. Procedure details: The title compound was prepared using the procedure as described in Example 2, substituting the product of Example 17C for the product of Example 1I. 1H NMR (DMSO-d6) δ 8.66 (s, 1H), 7.53 (d, J=7.8 Hz, 1H), 7.01 (t, J=7.8 Hz, 1H), 6.75 (d, J=7.5 Hz, 1H), 6.44 (s, 1H), 4.76 (d, J=3.7 Hz, 1H), 3.94 (m, 1H), 2.61-2.99 (m, 4H), 1.84 (m, 1H), 1.60 (m, 1H), 1.22 (s, 9H); MS (ESI+) m/z 287 (M+H)+. Reactants: ClCCl, CO, CCN=C=NCCCN(C)C, Cc1cccc(C(=O)O)n1, CN(C)c1ccncc1, Cl. The product is COC(=O)c1cccc(C)n1. Reaction SMILES: [CH2:25]([Cl:26])[Cl:27].[CH3:11][OH:12].[CH3:14][N:15]([CH3:16])[CH2:17][CH2:18][CH2:19][N:20]=[C:21]=[N:22][CH2:23][CH3:24].[CH3:1][c:2]1[cH:3][cH:4][cH:5][c:6]([C:8](=[O:9])[OH:10])[n:7]1.[CH3:28][N:29]([CH3:30])[c:31]1[cH:32][cH:33][n:34][cH:35][cH:36]1.[ClH:13]>>[CH3:1][c:2]1[cH:3][cH:4][cH:5][c:6]([C:8]([O:9][CH3:14])=[O:10])[n:7]1. Reactants: CC(=O)OO, C, ClCCl, CC(=O)[O-], CC(=O)O, [Na+], O=C1CC(C(=O)O)N1, [Ru]. The product is CC(=O)OC1CC(=O)N1. As a reaction SMILES: [C:14]([O:15][OH:16])(=[O:17])[CH3:18].[C:26].[CH2:19]([Cl:20])[Cl:21].[CH3:10][C:11]([O-:12])=[O:13].[CH3:22][C:23](=[O:24])[OH:25].[Na+:9].[OH:1][C:2](=[O:3])[CH:4]1[CH2:5][C:6](=[O:8])[NH:7]1.[Ru:27]>>[CH:4]1([O:12][C:11]([CH3:10])=[O:13])[CH2:5][C:6](=[O:8])[NH:7]1. Reactants: O=C([O-])[O-], CC#N, COC(=O)C(OS(=O)(=O)c1ccc(C)cc1)C(O)C1CC1, [K+], [K+], O. The product is COC(=O)C1OC1C1CC1. RXN SMILES: [C:23](=[O:24])([O-:25])[O-:26].[CH3:29][C:30]#[N:31].[CH:1]1([CH:4]([CH:5]([C:6](=[O:7])[O:8][CH3:9])[O:10][S:11]([c:12]2[cH:13][cH:14][c:15]([CH3:16])[cH:17][cH:18]2)(=[O:19])=[O:20])[OH:21])[CH2:2][CH2:3]1.[K+:27].[K+:28].[OH2:22]>>[CH:1]1([CH:4]2[CH:5]([C:6](=[O:7])[O:8][CH3:9])[O:21]2)[CH2:2][CH2:3]1. Reactants: N1=CN=CC(=C1)C(=O)O (pyrimidine-5-carboxylic acid), C(C)OC1=CC(=C(N)C=C1)[N+](=O)[O-] (4-ethoxy-2-nitroaniline). Product: C(C)OC1=CC(=C(C=C1)NC(=O)C=1C=NC=NC1)[N+](=O)[O-] (N-(4-Ethoxy-2-nitrophenyl)-5-pyrimidinecarboxamide). Reaction SMILES: [N:1]1[CH:6]=[C:5]([C:7]([OH:9])=O)[CH:4]=[N:3][CH:2]=1.[CH2:10]([O:12][C:13]1[CH:19]=[CH:18][C:16]([NH2:17])=[C:15]([N+:20]([O-:22])=[O:21])[CH:14]=1)[CH3:11]>>[CH2:10]([O:12][C:13]1[CH:19]=[CH:18][C:16]([NH:17][C:7]([C:5]2[CH:4]=[N:3][CH:2]=[N:1][CH:6]=2)=[O:9])=[C:15]([N+:20]([O-:22])=[O:21])[CH:14]=1)[CH3:11]. Procedure details: The title compound was prepared from pyrimidine-5-carboxylic acid and 4-ethoxy-2-nitroaniline as a yellow solid as described in Example 15. 1H NMR (CDCl3): 11.16 (s, 1H), 9.43 (s, 1H), 9.32 (s, 2H), 8.81 (d, J=9.3, 1H), 7.76 (d, J=3.0, 1H), 7.34-7.27 (m, 1H), 4.12 (q, J=6.9, 2H), 1.47 (t, J=6.9, 3H). Starting materials: ClC1=NC=2SC=3CCCC3C2C(=N1)NC1CCC(CC1)N(C)C (4-N-[10-chloro-7-thia-9,11-diazatricyclo[6.4.0.0[2,6]]dodeca-1(8),2(6),9,11-tetraen-12-yl]-1-N,1-N-dimethylcyclohexane-1,4-diamine), CN.O (CH3NH2—H2O). Reaction conditions: temperature 70 celsius, time 8 hour. Product: CN(C1CCC(CC1)NC1=NC(=NC=2SC=3CCCC3C12)NC)C (12-N-[4-(dimethylamino)cyclohexyl]-10-N-methyl-7-thia-9,11-diazatricyclo[6.4.0.0[2,6]]dodeca-1(8),2(6),9,11-tetraene-10,12-diamine). As a reaction SMILES: Cl[C:2]1[N:13]=[C:12]([NH:14][CH:15]2[CH2:20][CH2:19][CH:18]([N:21]([CH3:23])[CH3:22])[CH2:17][CH2:16]2)[C:11]2[C:10]3[CH2:9][CH2:8][CH2:7][C:6]=3[S:5][C:4]=2[N:3]=1.[CH3:24][NH2:25].O>>[CH3:22][N:21]([CH3:23])[CH:18]1[CH2:19][CH2:20][CH:15]([NH:14][C:12]2[C:11]3[C:10]4[CH2:9][CH2:8][CH2:7][C:6]=4[S:5][C:4]=3[N:3]=[C:2]([NH:25][CH3:24])[N:13]=2)[CH2:16][CH2:17]1 |f:1.2|. Procedure: To a 10-mL sealed tube placed 4-N-[10-chloro-7-thia-9,11-diazatricyclo[6.4.0.0[2,6]]dodeca-1(8),2(6),9,11-tetraen-12-yl]-1-N,1-N-dimethylcyclohexane-1,4-diamine (120 mg, 0.34 mmol, 1.00 equiv) and CH3NH2—H2O solution (40%, 3 mL) was stirred overnight at 70° C. in an oil bath. After completion of the reaction, the resulting mixture was concentrated under vacuum and the crude product (140 mg) was purified by Prep-HPLC with the following conditions (Waters): Column, SunFire Prep C18, 19*150 mm 5 um...